Dataset: the Open Reaction Database (ORD), a public repository of structured organic reaction records. Task: describe an organic reaction: reactants, conditions, products, and yield Reactants: COC1(CC(CC1)C(=O)OC)OC (methyl 3,3-dimethoxycyclopentanecarboxylate), COC1(CC(CC1)C(=O)OC)OC (methyl 3,3-dimethoxycyclopentanecarboxylate), [H-].[Al+3].[Li+].[H-].[H-].[H-] (lithium aluminum hydride). Solvent: C1CCOC1 (THF), C1CCOC1 (THF). Run at time 6 hour. Product: COC1(CC(CC1)CO)OC ((3,3-Dimethoxycyclopentyl)methanol). Isolated yield 96.0%. As a reaction SMILES: [CH3:1][O:2][C:3]1([O:12][CH3:13])[CH2:7][CH2:6][CH:5]([C:8](OC)=[O:9])[CH2:4]1.[H-].[Al+3].[Li+].[H-].[H-].[H-]>C1COCC1>[CH3:13][O:12][C:3]1([O:2][CH3:1])[CH2:7][CH2:6][CH:5]([CH2:8][OH:9])[CH2:4]1 |f:1.2.3.4.5.6|. Reported procedure: A solution of methyl 3,3-dimethoxycyclopentanecarboxylate, methyl 3,3-dimethoxycyclopentanecarboxylate (14.68 g, 78 mmol), in THF (100 mL) was cooled (0° C. ice bath) and treated with 1.0N lithium aluminum hydride in THF (74.1 mL, 74.1 mmol) by dropwise addition. Upon completion of the addition, the reaction was warmed to room temperature and stirred for 6 hrs. The reaction was quenched by slow addition of Na2SO4-10H2O (17 g). The suspension was stirred for 1 hr, treated with anhyd. Na2SO4, and ... Starting materials: O=C(N=C=S)c1ccccc1, COc1cccnc1CSCCN, ClC(Cl)Cl. The product is COc1cccnc1CSCCNC(=S)NC(=O)c1ccccc1. Reaction SMILES: [C:14]([c:15]1[cH:16][cH:17][cH:18][cH:19][cH:20]1)(=[O:21])[N:22]=[C:23]=[S:24].[CH3:1][O:2][c:3]1[c:4]([CH2:9][S:10][CH2:11][CH2:12][NH2:13])[n:5][cH:6][cH:7][cH:8]1.[CH:25]([Cl:26])([Cl:27])[Cl:28]>>[CH3:1][O:2][c:3]1[c:4]([CH2:9][S:10][CH2:11][CH2:12][NH:13][C:23]([NH:22][C:14]([c:15]2[cH:16][cH:17][cH:18][cH:19][cH:20]2)=[O:21])=[S:24])[n:5][cH:6][cH:7][cH:8]1. The reactants are OC=1C=NC=CC1 (3-hydroxypyridine), [H-].[Na+] (sodium hydride), C1CCOC1 (THF), BrCC1=CC=2N=C(N=C(C2S1)N1CCOCC1)Cl (6-bromomethyl-2-chloro-4-morpholin-4-yl-thieno[3,2-d]pyrimidine). Reaction conditions: time 1 hour. The product is ClC=1N=C(C2=C(N1)C=C(S2)COC2=CC=CC=C2)N2CCOCC2 (2-chloro-4-morpholin-4-yl-6-phenoxymethyl-thieno[3,2-d]pyrimidine). RXN SMILES: [OH:1][C:2]1[CH:3]=N[CH:5]=[CH:6][CH:7]=1.[H-].[Na+].Br[CH2:11][C:12]1[S:20][C:19]2[C:18]([N:21]3[CH2:26][CH2:25][O:24][CH2:23][CH2:22]3)=[N:17][C:16]([Cl:27])=[N:15][C:14]=2[CH:13]=1.[CH2:28]1COCC1>>[Cl:27][C:16]1[N:17]=[C:18]([N:21]2[CH2:26][CH2:25][O:24][CH2:23][CH2:22]2)[C:19]2[S:20][C:12]([CH2:11][O:1][C:2]3[CH:3]=[CH:28][CH:5]=[CH:6][CH:7]=3)=[CH:13][C:14]=2[N:15]=1 |f:1.2|. Procedure: To a solution of 3-hydroxypyridine (102 mg) in THF (10 mL) was added sodium hydride (43 mg) and the reaction stirred at room temperature for 1 h. Then, 6-bromomethyl-2-chloro-4-morpholin-4-yl-thieno[3,2-d]pyrimidine (150 mg) was added and the reaction stirred at room temperature for 16 h. The reaction was quenched with water (20 mL) and extracted into ethyl acetate (2×20 mL). The combined organics were washed with aqueous brine solution (2×20 mL), dried (MgSO4), reduced in vacuo and purified by ... Reactants: O=C([O-])[O-], Clc1ccnc(Cl)n1, [Cs+], [Cs+], CN(C)C=O, O, CC(C)(C)OC(=O)N1CCC(O)CC1. Product: CC(C)(C)OC(=O)N1CCC(Oc2ccnc(Cl)n2)CC1. Reaction SMILES: [C:23](=[O:24])([O-:25])[O-:26].[Cl:15][c:16]1[n:17][cH:18][cH:19][c:20]([Cl:22])[n:21]1.[Cs+:27].[Cs+:28].[O:29]=[CH:30][N:31]([CH3:32])[CH3:33].[OH2:34].[OH:1][CH:2]1[CH2:3][CH2:4][N:5]([C:8](=[O:9])[O:10][C:11]([CH3:12])([CH3:13])[CH3:14])[CH2:6][CH2:7]1>>[O:1]([CH:2]1[CH2:3][CH2:4][N:5]([C:8](=[O:9])[O:10][C:11]([CH3:12])([CH3:13])[CH3:14])[CH2:6][CH2:7]1)[c:20]1[cH:19][cH:18][n:17][c:16]([Cl:15])[n:21]1. Starting materials: OC[C@]12CCCCC1=CC[C@H]1[C@@H]3CCC([C@@]3(C)CC[C@H]21)=O (19-hydroxy-5-androsten-17-one), C1(=CC=CC=C1)[Si](OC[C@]12CCC(C=C1CC[C@H]1[C@@H]3CCC([C@@]3(C)CC[C@H]21)=O)=O)(C2=CC=CC=C2)C2=CC=CC=C2 (19-triphenylsiloxy-4-androstene-3,17-dione). Product: C1(=CC=CC=C1)[Si](OC[C@]12CCCCC1=CC[C@H]1[C@@H]3CCC([C@@]3(C)CC[C@H]21)=O)(C2=CC=CC=C2)C2=CC=CC=C2 (19-triphenylsiloxy-5-androsten-17-one). As a reaction SMILES: OC[C@@]12[C@@H]3[C@H]([C@H]4[C@@](CC3)(C)C(=O)CC4)CC=C1CCCC2.[C:22]1([Si:28]([C:57]2[CH:62]=[CH:61][CH:60]=[CH:59][CH:58]=2)([C:51]2[CH:56]=[CH:55][CH:54]=[CH:53][CH:52]=2)[O:29][CH2:30][C@@:31]23[C@@H:48]4[C@H:39]([C@H:40]5[C@@:44]([CH2:46][CH2:47]4)([CH3:45])[C:43](=[O:49])[CH2:42][CH2:41]5)[CH2:38][CH2:37][C:36]2=[CH:35][C:34](=O)[CH2:33][CH2:32]3)[CH:27]=[CH:26][CH:25]=[CH:24][CH:23]=1>>[C:57]1([Si:28]([C:22]2[CH:23]=[CH:24][CH:25]=[CH:26][CH:27]=2)([C:51]2[CH:56]=[CH:55][CH:54]=[CH:53][CH:52]=2)[O:29][CH2:30][C@@:31]23[C@@H:48]4[C@H:39]([C@H:40]5[C@@:44]([CH2:46][CH2:47]4)([CH3:45])[C:43](=[O:49])[CH2:42][CH2:41]5)[CH2:38][CH:37]=[C:36]2[CH2:35][CH2:34][CH2:33][CH2:32]3)[CH:58]=[CH:59][CH:60]=[CH:61][CH:62]=1. Procedure details: Substituting 19-hydroxy-5-androsten-17-one for the 19-hydroxy-4-androstene-3,17-dione above results in the formation of 19-triphenylsiloxy-5-androsten-17-one. The reactants are C(CCCCC=C)(=O)O (6-heptenoic acid), [Si](C)(C)(C)C=[N+]=[N-] (TMSCHN2). Solvent: C(Cl)Cl (methylene chloride), CO (MeOH). Run at time 30 minute. The product is C(CCCCC=C)(=O)NN (6-Heptenoylhydrazine). Reaction SMILES: [C:1]([OH:9])(=O)[CH2:2][CH2:3][CH2:4][CH2:5][CH:6]=[CH2:7].[Si](C=[N+:15]=[N-:16])(C)(C)C>C(Cl)Cl.CO>[C:1]([NH:15][NH2:16])(=[O:9])[CH2:2][CH2:3][CH2:4][CH2:5][CH:6]=[CH2:7]. Procedure: To a solution of 6-heptenoic acid (1.24 g, 9.68 mmol) in methylene chloride (40 mL) and MeOH (10 mL) was added slowly TMSCHN2 (2M, 12.1 mL) at room temperature. The reaction mixture was stirred for additional 30 minutes. After the reaction was completed, the mixture was evaporated in vacuo. The residue was directly used for the next step without further purification. To the above residue in MeOH (20 mL) was added hydrazine monohydrate (5 mL) at room temperature. The reaction mixture was stirred ...